This data is from the Open Reaction Database (ORD), a public repository of structured organic reaction records. The task is: describe an organic reaction: reactants, conditions, products, and yield Reactants: CCc1cc(C(=O)OC)ccc1F, CO, CO, [Li+], C1CCOC1, [OH-], O. Yields the product CCc1cc(C(=O)O)ccc1F. As a reaction SMILES: [CH2:1]([CH3:2])[c:3]1[cH:4][c:5]([C:6](=[O:7])[O:8][CH3:9])[cH:10][cH:11][c:12]1[F:13].[CH3:16][OH:17].[CH3:24][OH:25].[Li+:14].[O:19]1[CH2:20][CH2:21][CH2:22][CH2:23]1.[OH-:15].[OH2:18]>>[CH2:1]([CH3:2])[c:3]1[cH:4][c:5]([C:6](=[O:7])[OH:8])[cH:10][cH:11][c:12]1[F:13]. Starting materials: C=CC(=O)OCC, CC(=O)[O-], CC(=O)[O-], Cc1ccccc1P(c1ccccc1C)c1ccccc1C, CN(C)C=O, CCN(C(C)C)C(C)C, Nc1ccc(Br)cn1, [Pd+2]. Product: CCOC(=O)C=Cc1ccc(N)nc1. RXN SMILES: [C:18]([CH:19]=[CH2:20])(=[O:21])[O:22][CH2:23][CH3:24].[C:52]([O-:53])(=[O:54])[CH3:55].[C:57]([O-:58])(=[O:59])[CH3:60].[CH3:25][c:26]1[cH:27][cH:28][cH:29][cH:30][c:31]1[P:32]([c:33]1[cH:34][cH:35][cH:36][cH:37][c:38]1[CH3:39])[c:40]1[cH:41][cH:42][cH:43][cH:44][c:45]1[CH3:46].[CH3:47][N:48]([CH3:49])[CH:50]=[O:51].[CH:9]([N:10]([CH2:11][CH3:12])[CH:13]([CH3:14])[CH3:15])([CH3:16])[CH3:17].[NH2:1][c:2]1[n:3][cH:4][c:5]([Br:8])[cH:6][cH:7]1.[Pd+2:56]>>[NH2:1][c:2]1[n:3][cH:4][c:5]([CH:20]=[CH:19][C:18](=[O:21])[O:22][CH2:23][CH3:24])[cH:6][cH:7]1. The reactants are CC(=O)C (acetone), ClC=1C2=C(C3=C(C(=NO3)C3=C(C=CC=C3F)F)C1)CC(O2)CO (5-chloro-3-(2,6-difluorophenyl)-7,8-dihydrofuro[2,3-g]-1,2-benzisoxazole-7-methanol), S(O)(O)(=O)=O (sulfuric acid). Reagents/catalysts: [O-2].[Cr+6].[O-2].[O-2] (chromium (VI) oxide). The solvent is O (water). Run at time 9 hour. Yields the product ClC=1C2=C(C3=C(C(=NO3)C3=C(C=CC=C3F)F)C1)CC(O2)C(=O)O (5-chloro-3-(2,6-difluorophenyl)-7,8-dihydrofuro[2,3-g]-1,2-benzisoxazole-7-carboxylic acid). As a reaction SMILES: CC(C)=[O:3].[Cl:5][C:6]1[C:7]2[O:25][CH:24]([CH2:26][OH:27])[CH2:23][C:8]=2[C:9]2[O:13][N:12]=[C:11]([C:14]3[C:19]([F:20])=[CH:18][CH:17]=[CH:16][C:15]=3[F:21])[C:10]=2[CH:22]=1.S(=O)(=O)(O)O>[O-2].[Cr+6].[O-2].[O-2].O>[Cl:5][C:6]1[C:7]2[O:25][CH:24]([C:26]([OH:3])=[O:27])[CH2:23][C:8]=2[C:9]2[O:13][N:12]=[C:11]([C:14]3[C:19]([F:20])=[CH:18][CH:17]=[CH:16][C:15]=3[F:21])[C:10]=2[CH:22]=1 |f:3.4.5.6|. Reported procedure: To the stirred acetone (50 ml) solution of 2.8 g of the 5-chloro-3-(2,6-difluorophenyl)-7,8-dihydrofuro[2,3-g]1,2-benzisoxazole-7-methanol prepared in Example 20, a mixture of chromium (VI) oxide (3.0 g), water (7 ml) and concentrated sulfuric acid (4.2 g) was added dropwise over time, and the agitation was continued for 9 hours at room temperature. The insolubles were filtered off by suction and the acetone was distilled off. Water was added to the residue, and the solution was subjected to ext... The reactants are CN(C)c1ccncc1, CN(C)C=O, Cl, COC(=O)CCC(O)C(=O)c1ccccc1, COC(=O)Cc1ccc(OCc2nc(-c3ccco3)oc2C)cc1. Product: COC(=O)CCC(OC(=O)Cc1ccc(OCc2nc(-c3ccco3)oc2C)cc1)C(=O)c1ccccc1. As a reaction SMILES: [CH3:42][N:43]([c:44]1[cH:45][cH:46][n:47][cH:48][cH:49]1)[CH3:50].[CH3:51][N:52]([CH3:53])[CH:54]=[O:55].[ClH:41].[OH:25][CH:26]([CH2:27][CH2:28][C:29](=[O:30])[O:31][CH3:32])[C:33]([c:34]1[cH:35][cH:36][cH:37][cH:38][cH:39]1)=[O:40].[o:1]1[c:2](-[c:6]2[o:7][c:8]([CH3:24])[c:9]([CH2:11][O:12][c:13]3[cH:14][cH:15][c:16]([CH2:19][C:20](=[O:21])[O:22][CH3:23])[cH:17][cH:18]3)[n:10]2)[cH:3][cH:4][cH:5]1>>[o:1]1[c:2](-[c:6]2[o:7][c:8]([CH3:24])[c:9]([CH2:11][O:12][c:13]3[cH:14][cH:15][c:16]([CH2:19][C:20](=[O:21])[O:25][CH:26]([CH2:27][CH2:28][C:29](=[O:30])[O:31][CH3:32])[C:33]([c:34]4[cH:35][cH:36][cH:37][cH:38][cH:39]4)=[O:40])[cH:17][cH:18]3)[n:10]2)[cH:3][cH:4][cH:5]1. Yields the product Cc1cc(Br)cnc1N1CCN(c2cc(-c3ccc(F)cc3)nc(N3CCCC3C)n2)C(C)C1. Reaction SMILES: [Br:1][c:2]1[cH:3][c:4]([CH3:29])[c:5]([N:8]2[CH2:9][CH:10]([CH3:28])[N:11]([c:14]3[n:15][c:16]([Cl:27])[n:17][c:18](-[c:20]4[cH:21][cH:22][c:23]([F:26])[cH:24][cH:25]4)[cH:19]3)[CH2:12][CH2:13]2)[n:6][cH:7]1.[BrH:30].[CH3:31][CH:32]1[NH:33][CH2:34][CH2:35][CH2:36]1.[K+:37].[K+:38].[O-:39][C:40]([O-:41])=[O:42]>>[Br:1][c:2]1[cH:3][c:4]([CH3:29])[c:5]([N:8]2[CH2:9][CH:10]([CH3:28])[N:11]([c:14]3[n:15][c:16]([N:33]4[CH:32]([CH3:31])[CH2:36][CH2:35][CH2:34]4)[n:17][c:18](-[c:20]4[cH:21][cH:22][c:23]([F:26])[cH:24][cH:25]4)[cH:19]3)[CH2:12][CH2:13]2)[n:6][cH:7]1. Reactants: Cc1cc(Br)cnc1N1CCN(c2cc(-c3ccc(F)cc3)nc(Cl)n2)C(C)C1, Br, CC1CCCN1, [K+], [K+], O=C([O-])[O-].